From a dataset of the Open Reaction Database (ORD), a public repository of structured organic reaction records. describe an organic reaction: reactants, conditions, products, and yield Starting materials: BrCCCCCl (1-bromo-4-chlorobutane), O (water), N1=CC(=CC=C1)C=1C=C(C=CC1)CC(=O)OCC (ethyl m-(3-pyridyl)-phenylacetate), solution, C[Si]([N-][Si](C)(C)C)(C)C.[Na+] (sodium hexamethyldisilazide). Solvent: CN(C=O)C (dimethylformamide), O1CCCC1 (tetrahydrofuran). Conditions: time 10 minute. The product is ClCCCCC(C(=O)OCC)C1=CC(=CC=C1)C=1C=NC=CC1 (ethyl 6-chloro-2-[m-(3-pyridyl)-phenyl]-hexanoate). Reaction SMILES: [N:1]1[CH:6]=[CH:5][CH:4]=[C:3]([C:7]2[CH:8]=[C:9]([CH2:13][C:14]([O:16][CH2:17][CH3:18])=[O:15])[CH:10]=[CH:11][CH:12]=2)[CH:2]=1.C[Si](C)(C)[N-][Si](C)(C)C.[Na+].Br[CH2:30][CH2:31][CH2:32][CH2:33][Cl:34].O>CN(C)C=O.O1CCCC1>[Cl:34][CH2:33][CH2:32][CH2:31][CH2:30][CH:13]([C:9]1[CH:10]=[CH:11][CH:12]=[C:7]([C:3]2[CH:2]=[N:1][CH:6]=[CH:5][CH:4]=2)[CH:8]=1)[C:14]([O:16][CH2:17][CH3:18])=[O:15] |f:1.2|. Procedure details: To a solution of 0.363 g (1.5 mmol) of ethyl m-(3-pyridyl)-phenylacetate in 5.4 ml dry dimethylformamide at 5° is added 1.56 ml of a 1M solution of sodium hexamethyldisilazide in tetrahydrofuran. The organic layer is evaporated to dryness and resulting orange colored solution is stirred for 10 min and 0.54 ml (4.7 mmol) 1-bromo-4-chlorobutane is added rapidly. The reaction mixture is stirred at 5° for 2 h and then poured into water and extracted thrice with ether. The organic layer is evaporated... The reactants are O=C([O-])[O-], Cc1cc(C#N)cc(C(=O)c2[nH]c(=O)[nH]c(=O)c2N(C)C)c1, CC#N, COc1ccc(CNc2cc(COS(C)(=O)=O)cc(F)n2)cc1, [I-], [K+], [K+], [Li+], CN(C)C=O. Product: COc1ccc(CNc2cc(Cn3c(C(=O)c4cc(C)cc(C#N)c4)c(N(C)C)c(=O)[nH]c3=O)cc(F)n2)cc1. Reaction SMILES: [C:48](=[O:49])([O-:50])[O-:51].[CH3:1][N:2]([c:3]1[c:4]([C:11](=[O:12])[c:13]2[cH:14][c:15]([C:16]#[N:17])[cH:18][c:19]([CH3:21])[cH:20]2)[nH:5][c:6](=[O:10])[nH:7][c:8]1=[O:9])[CH3:22].[CH3:59][C:60]#[N:61].[F:23][c:24]1[n:25][c:26]([NH:36][CH2:37][c:38]2[cH:39][cH:40][c:41]([O:44][CH3:45])[cH:42][cH:43]2)[cH:27][c:28]([CH2:30][O:31][S:32]([CH3:33])(=[O:34])=[O:35])[cH:29]1.[I-:46].[K+:52].[K+:53].[Li+:47].[O:54]=[CH:55][N:56]([CH3:57])[CH3:58]>>[CH3:1][N:2]([c:3]1[c:4]([C:11](=[O:12])[c:13]2[cH:14][c:15]([C:16]#[N:17])[cH:18][c:19]([CH3:21])[cH:20]2)[n:5]([CH2:30][c:28]2[cH:27][c:26]([NH:36][CH2:37][c:38]3[cH:39][cH:40][c:41]([O:44][CH3:45])[cH:42][cH:43]3)[n:25][c:24]([F:23])[cH:29]2)[c:6](=[O:10])[nH:7][c:8]1=[O:9])[CH3:22].